This data is from the Open Reaction Database (ORD), a public repository of structured organic reaction records. The task is: describe an organic reaction: reactants, conditions, products, and yield The yield is 31.0%. As a reaction SMILES: [CH3:1][C:2]1[O:6][C:5]([C:7]2[CH:12]=[CH:11][C:10]([C:13]3[CH:18]=[CH:17][C:16]([C:19](O)=[O:20])=[CH:15][CH:14]=3)=[CH:9][CH:8]=2)=[N:4][N:3]=1.[CH2:22]([N:24]1[CH2:29][CH2:28][C:27]2([C:40]3[C:32](=[CH:33][C:34]4[CH2:35][CH2:36][NH:37][C:38]=4[CH:39]=3)[O:31][CH2:30]2)[CH2:26][CH2:25]1)[CH3:23]>>[CH2:22]([N:24]1[CH2:29][CH2:28][C:27]2([C:40]3[C:32](=[CH:33][C:34]4[CH2:35][CH2:36][N:37]([C:19]([C:16]5[CH:15]=[CH:14][C:13]([C:10]6[CH:11]=[CH:12][C:7]([C:5]7[O:6][C:2]([CH3:1])=[N:3][N:4]=7)=[CH:8][CH:9]=6)=[CH:18][CH:17]=5)=[O:20])[C:38]=4[CH:39]=3)[O:31][CH2:30]2)[CH2:26][CH2:25]1)[CH3:23]. Starting materials: CC1=NN=C(O1)C1=CC=C(C=C1)C1=CC=C(C=C1)C(=O)O (4'-(5-methyl-1,3,4-oxadiazol-2-yl)biphenyl-4-carboxylic acid), C(C)N1CCC2(CC1)COC1=CC=3CCNC3C=C12 (1'-ethyl-2,3,6,7-tetrahydrospiro[furo[2,3-f]indole-3,4'-piperidine]). Procedure details: The title compound was prepared from 4'-(5-methyl-1,3,4-oxadiazol-2-yl)biphenyl-4-carboxylic acid (D11) and 1'-ethyl-2,3,6,7-tetrahydrospiro[furo[2,3-f]indole-3,4'-piperidine] (D109) using a similar procedure as that outlined in Example 1, to afford the title compound as a yellow gum (31%). This was converted to its hydrochloride salt to yield an off white solid m.p. 245-249° C. The product is C(C)N1CCC2(CC1)COC1=CC=3CCN(C3C=C12)C(=O)C1=CC=C(C=C1)C1=CC=C(C=C1)C=1OC(=NN1)C (1'-Ethyl-5-[4'-(5-methyl-1,3,4-oxadiazol-2-yl)biphenyl-4-carbonyl]-2,3,6,7-tetrahydrospiro[furo[2,3-f]indole-3,4'-piperidine]). Reactants: [Al+3], O=C(OCc1ccccc1)c1ccccc1-c1cccc(OCc2ccccc2)c1, C1CCOC1, [H-], [H-], [H-], [H-], [Li+], OCc1ccccc1. Yields the product OCc1ccccc1-c1cccc(OCc2ccccc2)c1. As a reaction SMILES: [Al+3:32].[CH2:1]([c:2]1[cH:3][cH:4][cH:5][cH:6][cH:7]1)[O:8][c:9]1[cH:10][c:11](-[c:15]2[c:16]([C:17](=[O:18])[O:19][CH2:20][c:21]3[cH:22][cH:23][cH:24][cH:25][cH:26]3)[cH:27][cH:28][cH:29][cH:30]2)[cH:12][cH:13][cH:14]1.[CH2:45]1[O:46][CH2:47][CH2:48][CH2:49]1.[H-:31].[H-:34].[H-:35].[H-:36].[Li+:33].[OH:37][CH2:38][c:39]1[cH:40][cH:41][cH:42][cH:43][cH:44]1>>[CH2:1]([c:2]1[cH:3][cH:4][cH:5][cH:6][cH:7]1)[O:8][c:9]1[cH:10][c:11](-[c:15]2[c:16]([CH2:17][OH:18])[cH:27][cH:28][cH:29][cH:30]2)[cH:12][cH:13][cH:14]1. Starting materials: O=[N+]([O-])c1ccn(Cc2ccc(Cl)cc2)n1, NN, C1CCOC1. Yields the product Nc1ccn(Cc2ccc(Cl)cc2)n1. As a reaction SMILES: [Cl:1][c:2]1[cH:3][cH:4][c:5]([CH2:6][n:7]2[n:8][c:9]([N+:12]([O-:13])=[O:14])[cH:10][cH:11]2)[cH:15][cH:16]1.[NH2:22][NH2:23].[O:17]1[CH2:18][CH2:19][CH2:20][CH2:21]1>>[Cl:1][c:2]1[cH:3][cH:4][c:5]([CH2:6][n:7]2[n:8][c:9]([NH2:12])[cH:10][cH:11]2)[cH:15][cH:16]1. Procedure: 40 g of 4(4-chloro-3,5-dimethyl-phenoxy)-2,6-dimethyl-anisole were added to a solution of 125 ml of 48% hydrobromic acid and 300 ml of glacial acetic acid. The mixture was then refluxed for 2 hours at the reflux condenser. After concentration under reduced pressure, water was added to the residue and the mixture was extracted with methylene chloride. After the organic extract had been shaken several times with water, it was concentrated and the residue was distilled under greatly reduced pressur... Reaction SMILES: [Cl:1][C:2]1[C:18]([CH3:19])=[CH:17][C:5]([O:6][C:7]2[CH:12]=[C:11]([CH3:13])[C:10]([O:14]C)=[C:9]([CH3:16])[CH:8]=2)=[CH:4][C:3]=1[CH3:20].Br>C(O)(=O)C>[Cl:1][C:2]1[C:18]([CH3:19])=[CH:17][C:5]([O:6][C:7]2[CH:8]=[C:9]([CH3:16])[C:10]([OH:14])=[C:11]([CH3:13])[CH:12]=2)=[CH:4][C:3]=1[CH3:20]. The reactants are ClC1=C(C=C(OC2=CC(=C(C(=C2)C)OC)C)C=C1C)C (4(4-chloro-3,5-dimethyl-phenoxy)-2,6-dimethyl-anisole), Br (hydrobromic acid). The product is ClC1=C(C=C(OC2=CC(=C(C(=C2)C)O)C)C=C1C)C (4(4-chloro-3,5-dimethyl-phenoxy)-2,6-dimethyl-phenol). The solvent is C(C)(=O)O (acetic acid). Yield: 102.4%. Reactants: C1(CCCC1)CC(=O)N[C@@H](C)C(=O)O (N-(cyclopentylacetyl)-L-alanine), NC1C(OC(C2=CC=CC=C12)(C)C)=O (4-amino-1,1-dimethyl-3-isochromanone). Product: C1(CCCC1)CC(=O)N[C@@H](C)C(=O)NC1C(OC(C2=CC=CC=C12)(C)C)=O (4-(N′-(Cyclopentylacetyl)-L-alaninyl)amino-1,1-dimethyl-3-isochromanone). RXN SMILES: [CH:1]1([CH2:6][C:7]([NH:9][C@H:10]([C:12]([OH:14])=O)[CH3:11])=[O:8])[CH2:5][CH2:4][CH2:3][CH2:2]1.[NH2:15][CH:16]1[C:25]2[C:20](=[CH:21][CH:22]=[CH:23][CH:24]=2)[C:19]([CH3:27])([CH3:26])[O:18][C:17]1=[O:28]>>[CH:1]1([CH2:6][C:7]([NH:9][C@H:10]([C:12]([NH:15][CH:16]2[C:25]3[C:20](=[CH:21][CH:22]=[CH:23][CH:24]=3)[C:19]([CH3:26])([CH3:27])[O:18][C:17]2=[O:28])=[O:14])[CH3:11])=[O:8])[CH2:2][CH2:3][CH2:4][CH2:5]1. Procedure: Following General Procedure A above using N-(cyclopentylacetyl)-L-alanine and 4-amino-1,1-dimethyl-3-isochromanone, the title compound could be prepared. Procedure: The title compound was prepared by substituting cyclopropanesulfonyl chloride for methanesulfonyl chloride and N1-{(3aS,4R,6aR)-2-[3-(trifluoromethyl)benzyl]octahydrocyclopenta[c]pyrrol-4-yl}-L-leucinamide from Example 170 Step B for N2-methyl-N1-{(3aS,4S,6aR)-2-[3-(trifluoromethyl)benzyl]octahydrocyclopenta[c]pyrrol-4-yl}-L-leucinamide in the procedure described in Example 167: 1H NMR (500 MHz, pyridine-d5) δ ppm 9.34 (d, J=9.4, 1H), 9.03 (d, J=7.2, 1H), 7.76 (s, 1H), 7.60 (d, J=10.5, 2H), 7.44... Starting materials: CS(=O)(=O)Cl (methanesulfonyl chloride), FC(C=1C=C(CN2C[C@H]3[C@@H](C2)[C@@H](CC3)NC([C@@H](N)CC(C)C)=O)C=CC1)(F)F (N1-{(3aS,4R,6aR)-2-[3-(trifluoromethyl)benzyl]octahydrocyclopenta[c]pyrrol-4-yl}-L-leucinamide), CN[C@@H](CC(C)C)C(=O)N[C@H]1CC[C@H]2CN(C[C@H]21)CC2=CC(=CC=C2)C(F)(F)F (N2-methyl-N1-{(3aS,4S,6aR)-2-[3-(trifluoromethyl)benzyl]octahydrocyclopenta[c]pyrrol-4-yl}-L-leucinamide). Product: C1(CC1)S(=O)(=O)N[C@@H](CC(C)C)C(=O)N[C@@H]1CC[C@H]2CN(C[C@H]21)CC2=CC(=CC=C2)C(F)(F)F (N2-(cyclopropylsulfonyl)-N1-{(3aS,4R,6aR)-2-[3-(trifluoromethyl)benzyl]octahydrocyclopenta[c]pyrrol-4-yl}-L-leucinamide). Reaction SMILES: [CH3:1][S:2](Cl)(=[O:4])=[O:3].[F:6][C:7]([F:33])([F:32])[C:8]1[CH:9]=[C:10]([CH:29]=[CH:30][CH:31]=1)[CH2:11][N:12]1[CH2:16][C@H:15]2[C@H:17]([NH:20][C:21](=[O:28])[C@H:22]([CH2:24][CH:25]([CH3:27])[CH3:26])[NH2:23])[CH2:18][CH2:19][C@H:14]2[CH2:13]1.CN[C@H:36](C(N[C@@H]1[C@H]2[C@H](CN(CC3C=CC=C(C(F)(F)F)C=3)C2)CC1)=O)[CH2:37]C(C)C>>[CH:1]1([S:2]([NH:23][C@H:22]([C:21]([NH:20][C@H:17]2[C@H:15]3[C@H:14]([CH2:13][N:12]([CH2:11][C:10]4[CH:29]=[CH:30][CH:31]=[C:8]([C:7]([F:32])([F:6])[F:33])[CH:9]=4)[CH2:16]3)[CH2:19][CH2:18]2)=[O:28])[CH2:24][CH:25]([CH3:26])[CH3:27])(=[O:4])=[O:3])[CH2:37][CH2:36]1. Starting materials: C(C)(C)(C)[Li] (t-butyllithium), CCCCCC (hexane), C(C)C(CC)C=1C=2N(N=C(C1)C)C(=C(N2)C)I (8-(1-ethyl-propyl)-3-iodo-2,6-dimethyl-imidazo[1,2-b]pyridazine), C1CCOC1 (THF), B(OC)(OC)OC (trimethyl borate). Solvent: hexanes, C(C)OC(C)=O (ethylacetate). Conditions: temperature -78 celsius, time 1 hour. Product: C(C)C(CC)C=1C=2N(N=C(C1)C)C(=C(N2)C)C2=NC1=C(N2C)C=C(C(=C1)C)C (8-(1-ethyl-propyl)-2,6-dimethyl-3-(1,5,6-trimethyl-benzimidazol-2-yl)-imidazo[1,2-b]pyridazine). Reaction SMILES: [CH2:1]([CH:3]([C:6]1[C:7]2[N:8]([C:13](I)=[C:14]([CH3:16])[N:15]=2)[N:9]=[C:10]([CH3:12])[CH:11]=1)[CH2:4][CH3:5])[CH3:2].C([Li])(C)(C)C.B(OC)(OC)OC.[CH3:30][CH2:31][CH2:32][CH2:33]CC.[CH2:36]1[CH2:40]O[CH2:38][CH2:37]1>C(OC(=O)C)C>[CH2:1]([CH:3]([C:6]1[C:7]2[N:8]([C:13]([C:7]3[N:8]([CH3:13])[C:37]4[CH:38]=[C:32]([CH3:33])[C:31]([CH3:30])=[CH:40][C:36]=4[N:15]=3)=[C:14]([CH3:16])[N:15]=2)[N:9]=[C:10]([CH3:12])[CH:11]=1)[CH2:4][CH3:5])[CH3:2]. Procedure details: In an oven dried nitrogen purged 3 neck 50 mL round bottom flask, 1.00 g (2.91 mmol) of 8-(1-ethyl-propyl)-3-iodo-2,6-dimethyl-imidazo[1,2-b]pyridazine in 60 mL of dry THF is cooled to −78° C. 4.12 mL (7.00 mmol) of 1.7M t-butyllithium in hexanes is added and reaction is stirred at −78° C. for 1 h. 0.818 mL (7.30 mmol) of trimethyl borate is added and reaction is followed by MS and TLC (1:1 hexane:ethylacetate) See indication of the title compound by MS. Allow to stir for an additional hour, que... Reactants: ClC1=C(C=CC(=C1)Cl)C1C(CCCC1)=O (2-(2,4-dichloro-phenyl)-cyclohexanone), C(C)(C)(C)OC(N(C)C)N(C)C (tert.-butoxy-bis-(dimethylamino)-methane). Product: CN(C=C1CCCC(C1=O)C1=C(C=C(C=C1)Cl)Cl)C (6-[1-Dimethylamino-methylidene]-2-(2,4-dichloro-phenyl)-cyclohexanone). RXN SMILES: [Cl:1][C:2]1[CH:7]=[C:6]([Cl:8])[CH:5]=[CH:4][C:3]=1[CH:9]1[CH2:14][CH2:13][CH2:12][CH2:11][C:10]1=[O:15].C(O[CH:21](N(C)C)[N:22]([CH3:24])[CH3:23])(C)(C)C>>[CH3:21][N:22]([CH3:24])[CH:23]=[C:11]1[C:10](=[O:15])[CH:9]([C:3]2[CH:4]=[CH:5][C:6]([Cl:8])=[CH:7][C:2]=2[Cl:1])[CH2:14][CH2:13][CH2:12]1. Procedure: 2-(2,4-dichloro-phenyl)-cyclohexanone (101 mg, 0.42 mmol) was reacted with tert.-butoxy-bis-(dimethylamino)-methane using in analogous manner the procedure described in example 45a) to give crude title compound (105 mg) as a red oil which was used directly in the next step. MS ISP (m/e): 298.3 [(M+H)+]. Starting materials: C(C1=CC=CC=C1)(C1=CC=CC=C1)(C1=CC=CC=C1)NC=1SC=C(N1)COC1=C2C(C(=O)NC2=O)=CC=C1 ((2-tritylaminothiazol-4-yl)methoxyphthalimide), O.NN (hydrazine hydrate). Run in ClCCl (dichloromethane). Conditions: time 5 hour. Yields the product C(C1=CC=CC=C1)(C1=CC=CC=C1)(C1=CC=CC=C1)NC=1SC=C(N1)CON ((2-tritylaminothiazol-4-yl)methoxyamine). The yield is 97.3%. RXN SMILES: [C:1]([NH:20][C:21]1[S:22][CH:23]=[C:24]([CH2:26][O:27]C2C=CC=C3C(NC(=O)C=23)=O)[N:25]=1)([C:14]1[CH:19]=[CH:18][CH:17]=[CH:16][CH:15]=1)([C:8]1[CH:13]=[CH:12][CH:11]=[CH:10][CH:9]=1)[C:2]1[CH:7]=[CH:6][CH:5]=[CH:4][CH:3]=1.O.[NH2:40]N>ClCCl>[C:1]([NH:20][C:21]1[S:22][CH:23]=[C:24]([CH2:26][O:27][NH2:40])[N:25]=1)([C:14]1[CH:19]=[CH:18][CH:17]=[CH:16][CH:15]=1)([C:8]1[CH:13]=[CH:12][CH:11]=[CH:10][CH:9]=1)[C:2]1[CH:7]=[CH:6][CH:5]=[CH:4][CH:3]=1 |f:1.2|. Reported procedure: To a solution of 12.0 g of the (2-tritylaminothiazol-4-yl)methoxyphthalimide in 400 ml of dichloromethane was added 1.161 g of hydrazine hydrate with cooling, and the mixture was stirred at room temperature for 5 hours. The formed precipitates were removed by filtration, the dichloromethane layer was washed with 300 ml of 10% ammonia water three times and then with 300 ml of saturated saline twice, dried on anhydrous magnesium sulfate, and concentrated to dryness to obtain 8.74 g of (2-tritylami...